Task: describe an organic reaction: reactants, conditions, products, and yield. Dataset: the Open Reaction Database (ORD), a public repository of structured organic reaction records Reactants: ice water, C(=O)([O-])[O-].[K+].[K+] (K2CO3), FC1=CC=C(C=2SC=CC21)C#N (4-fluorobenzo[b]thiophene-7-carbonitrile), N[C@H]([C@@H](O)C)C(=O)O (D-threonine). The solvent is CS(=O)C (DMSO). Reaction conditions: temperature 80 celsius, time 15 hour. Yields the product C(#N)C1=CC=C(C2=C1SC=C2)N[C@@H](C(=O)O)[C@H](C)O ((2R,3S)-2-(7-cyanobenzo[b]thiophen-4-ylamino)-3-hydroxybutanoic acid). The yield is 76.0%. As a reaction SMILES: C([O-])([O-])=O.[K+].[K+].F[C:8]1[C:16]2[CH:15]=[CH:14][S:13][C:12]=2[C:11]([C:17]#[N:18])=[CH:10][CH:9]=1.[NH2:19][C@@H:20]([C:24]([OH:26])=[O:25])[C@H:21]([CH3:23])[OH:22]>CS(C)=O>[C:17]([C:11]1[C:12]2[S:13][CH:14]=[CH:15][C:16]=2[C:8]([NH:19][C@H:20]([C@@H:21]([OH:22])[CH3:23])[C:24]([OH:26])=[O:25])=[CH:9][CH:10]=1)#[N:18] |f:0.1.2|. Procedure details: K2CO3 (1.97 g, 14.3 mmol) was added to a mixture of 4-fluorobenzo[b]thiophene-7-carbonitrile [(1.01 g, 5.70 mmol), which was prepared according to the procedures reported in WO 2004016576] and D-threonine (815 mg, 6.84 mmol) in DMSO (15 mL) at room temperature. The resulting mixture was heated to 80° C. and stirred for 15 h. After cooling to room temperature, the reaction mixture was poured into ice-water (150 mL) and extracted with 10% EtOAc in hexanes (2×50 mL). The aqueous phase was acidified... Starting materials: CS(=O)(=N)C1=CC=CC=C1 (methyl phenyl sulfoximine), C(CCC)[Li] (butyl lithium), O1CCCC1 (tetrahydrofuran), [Cl-].[Na+] (sodium chloride), C(C1=CC=CC=C1)#N (benzonitrile). Solvent: CCCCCC (hexane), CCOC(=O)C (EtOAc), C(Cl)Cl (CH2Cl2). Conditions: time 30 minute. Yields the product NC1=C(C=CS(=O)(=N)C2=CC=CC=C2)C=CC=C1 (S-(2-aminostyryl)-S-phenyl sulfoximine). The yield is 64.0%. Reaction SMILES: C[S:2]([C:5]1[CH:10]=[CH:9][CH:8]=[CH:7][CH:6]=1)(=[NH:4])=[O:3].[CH2:11]([Li])[CH2:12][CH2:13][CH3:14].C(#[N:23])C1C=CC=CC=1.[Cl-].[Na+].O1[CH2:30][CH2:29][CH2:28][CH2:27]1>CCCCCC.CCOC(C)=O.C(Cl)Cl>[NH2:23][C:14]1[CH:30]=[CH:29][CH:28]=[CH:27][C:13]=1[CH:12]=[CH:11][S:2]([C:5]1[CH:10]=[CH:9][CH:8]=[CH:7][CH:6]=1)(=[NH:4])=[O:3] |f:3.4|. Procedure: To a solution of 8.3 g (0.053 mole) of methyl phenyl sulfoximine in 400 ml of dry tetrahydrofuran at 0° C. was added 1.4M (0.13 mol) butyl lithium in hexane to obtain a clear yellow solution. 15 ml (0.172 mole) of benzonitrile were added and the mixture was stirred for 30 minutes. 100 ml of saturated sodium chloride solution were added and the organic layer was separated, dried over magnesium sulfate and evaporated to an oil. The crude oil was triturated with petrol-ether (40° C.-60° C.) and the... Reactants: O=C([O-])C(O)C(O)C(=O)[O-], CCCCCC1CCC(CCC2CCC(C#N)CC2)CC1, ClCCl, CC(C)C[AlH]CC(C)C, Cc1ccccc1, [K+], [Na+]. Yields the product CCCCCC1CCC(CCC2CCC(C=O)CC2)CC1. As a reaction SMILES: [C:31](=[O:32])([CH:33]([CH:34]([C:35]([O-:36])=[O:37])[OH:38])[OH:39])[O-:40].[CH2:1]([CH2:2][CH2:3][CH2:4][CH3:5])[CH:6]1[CH2:7][CH2:8][CH:9]([CH2:12][CH2:13][CH:14]2[CH2:15][CH2:16][CH:17]([C:20]#[N:21])[CH2:18][CH2:19]2)[CH2:10][CH2:11]1.[CH2:43]([Cl:44])[Cl:45].[CH3:22][CH:23]([CH2:24][AlH:25][CH2:26][CH:27]([CH3:28])[CH3:29])[CH3:30].[CH3:46][c:47]1[cH:48][cH:49][cH:50][cH:51][cH:52]1.[K+:42].[Na+:41]>>[CH2:1]([CH2:2][CH2:3][CH2:4][CH3:5])[CH:6]1[CH2:7][CH2:8][CH:9]([CH2:12][CH2:13][CH:14]2[CH2:15][CH2:16][CH:17]([CH:20]=[O:32])[CH2:18][CH2:19]2)[CH2:10][CH2:11]1. Starting materials: CC(CCCCCC)(C)C1=CC(=C(C=C1)C1=CC(CCC1)=O)O (3-[4-(1,1-dimethylheptyl)-2-hydroxyphenyl]-2-cyclohexenone), O.C1(=CC=C(C=C1)S(=O)(=O)O)C (p-toluenesulfonic acid monohydrate), C([O-])(O)=O.[Na+] (sodium bicarbonate), C(CO)O (ethylene glycol), C1(O)=CC=C(O)C=C1 (hydroquinone). Solvent: C1=CC=CC=C1 (benzene). Product: C1COC2(CC(=CCC2)C2=C(C=C(C=C2)C(CCCCCC)(C)C)O)O1 (3-[4-(1,1-Dimethylheptyl)-2-hydroxyphenyl]-3-cyclohexenone ethylene ketal). As a reaction SMILES: [CH3:1][C:2]([C:10]1[CH:15]=[CH:14][C:13]([C:16]2[CH2:21][CH2:20][CH2:19][C:18](=[O:22])[CH:17]=2)=[C:12]([OH:23])[CH:11]=1)([CH3:9])[CH2:3][CH2:4][CH2:5][CH2:6][CH2:7][CH3:8].[CH2:24](O)[CH2:25][OH:26].C1(C=CC(O)=CC=1)O.O.C1(C)C=CC(S(O)(=O)=O)=CC=1.C(=O)(O)[O-].[Na+]>C1C=CC=CC=1>[CH2:25]1[O:26][C:18]2([CH2:19][CH2:20][CH:21]=[C:16]([C:13]3[CH:14]=[CH:15][C:10]([C:2]([CH3:1])([CH3:9])[CH2:3][CH2:4][CH2:5][CH2:6][CH2:7][CH3:8])=[CH:11][C:12]=3[OH:23])[CH2:17]2)[O:22][CH2:24]1 |f:3.4,5.6|. Reported procedure: A solution of 500 mg. (1.59 mmole) of 3-[4-(1,1-dimethylheptyl)-2-hydroxyphenyl]-2-cyclohexenone, 7.8 g. (127 mmole) of ethylene glycol, 375 mg. (3.18 mmole) of hydroquinone and 50 mg. (0.263 mmole) of p-toluenesulfonic acid monohydrate in 50 ml. of benzene was heated at reflux for 12 hours using a Dean-Stark condensor filled with 3 A molecular sieves. The reaction was cooled and added to 500 ml. saturated sodium bicarbonate. The quenched mixture was extracted with three 150 ml. portions of ethe...